From a dataset of the Open Reaction Database (ORD), a public repository of structured organic reaction records. describe an organic reaction: reactants, conditions, products, and yield The reactants are O=C(Cl)c1ccccc1, CCC(C)=CCCC(C)O, c1ccc(OP(Oc2ccccc2)Oc2ccccc2)cc1. Yields the product CCC(C)=CCCC(C)Cl. As a reaction SMILES: [C:1](=[O:2])([c:3]1[cH:4][cH:5][cH:6][cH:7][cH:8]1)[Cl:9].[CH3:32][C:33](=[CH:34][CH2:35][CH2:36][CH:37]([CH3:38])[OH:39])[CH2:40][CH3:41].[c:10]1([O:11][P:12]([O:13][c:14]2[cH:15][cH:16][cH:17][cH:18][cH:19]2)[O:20][c:21]2[cH:22][cH:23][cH:24][cH:25][cH:26]2)[cH:27][cH:28][cH:29][cH:30][cH:31]1>>[Cl:9][CH:37]([CH2:36][CH2:35][CH:34]=[C:33]([CH3:32])[CH2:40][CH3:41])[CH3:38]. Reactants: CO (methanol), OC1=C(C(C=CC2=CC(=C(C=C2)OCOC)OCOC)=O)C(=CC(=C1)OCOC)OCOC (2'-hydroxy-3,4,4',6'-tetrakis(methoxymethoxy)chalcone), Cl.CO (hydrochloric acid methanol). Run in O (water). Run at temperature 60 celsius, time 15 minute. Yields the product OC1=C(C(C=CC2=CC(=C(C=C2)O)O)=O)C(=CC(=C1)O)O (2',3,4,4',6'-pentahydroxychalcone). The yield is 32.9%. RXN SMILES: CO.[OH:3][C:4]1[CH:27]=[C:26]([O:28]COC)[CH:25]=[C:24]([O:32]COC)[C:5]=1[C:6](=[O:23])[CH:7]=[CH:8][C:9]1[CH:14]=[CH:13][C:12]([O:15]COC)=[C:11]([O:19]COC)[CH:10]=1.Cl.CO>O>[OH:3][C:4]1[CH:27]=[C:26]([OH:28])[CH:25]=[C:24]([OH:32])[C:5]=1[C:6](=[O:23])[CH:7]=[CH:8][C:9]1[CH:14]=[CH:13][C:12]([OH:15])=[C:11]([OH:19])[CH:10]=1 |f:2.3|. Procedure details: Then, 20 ml of methanol was added to 5.19 g of the so-obtained 2'-hydroxy-3,4,4',6'-tetrakis(methoxymethoxy)chalcone, and 40 ml of a hydrochloric acid/methanol reagent was added to the formed suspension and the mixture was stirred at 60° C. for 15 minutes. After the reaction, the reaction liquid was poured into water, and the precipitated crystal was recovered by filtration, washed with water and dried to obtain 2.81 g (yield=87.2%) of a crude crystal. The crude crystal was subjected to the colu... Reactants: 10, C(C)(C)N(CCC(C(=O)N)(CCN1CC2CCC(C1)CC2)C2=CC=CC=C2)C(C)C (2-[2-(diisopropylamino)ethyl]-2-phenyl-4-(3-azabicyclo[3.2.2]non-3-yl)butyramide), CCOCC (ether), Cl (hydrochloric acid). Solvent: C(C)(C)O (isopropyl alcohol). Conditions: time 2 hour. Product: Cl.Cl.C(C)(C)N(CCC(C(=O)N)(CCN1CC2CCC(C1)CC2)C2=CC=CC=C2)C(C)C (2-[2-(diisopropylamino)ethyl]-2-phenyl-4-(3-azabicyclo[3.2.2]non-3-yl)butyramide dihydrochloride). Reaction SMILES: [CH:1]([N:4]([CH:28]([CH3:30])[CH3:29])[CH2:5][CH2:6][C:7]([C:22]1[CH:27]=[CH:26][CH:25]=[CH:24][CH:23]=1)([CH2:11][CH2:12][N:13]1[CH2:19][CH:18]2[CH2:20][CH2:21][CH:15]([CH2:16][CH2:17]2)[CH2:14]1)[C:8]([NH2:10])=[O:9])([CH3:3])[CH3:2].CCOCC.[ClH:36]>C(O)(C)C>[ClH:36].[ClH:36].[CH:28]([N:4]([CH:1]([CH3:3])[CH3:2])[CH2:5][CH2:6][C:7]([C:22]1[CH:23]=[CH:24][CH:25]=[CH:26][CH:27]=1)([CH2:11][CH2:12][N:13]1[CH2:14][CH:15]2[CH2:16][CH2:17][CH:18]([CH2:20][CH2:21]2)[CH2:19]1)[C:8]([NH2:10])=[O:9])([CH3:30])[CH3:29] |f:4.5.6|. Reported procedure: To a solution of 10 parts of 2-[2-(diisopropylamino)ethyl]-2-phenyl-4-(3-azabicyclo[3.2.2]non-3-yl)butyramide in 350 parts by volume of ether is added dropwise with stirring 2 molar equivalents of hydrochloric acid in isopropyl alcohol. The mixture is stirred for about 2 hours when the resulting salt is separated by filtration to afford 2-[2-(diisopropylamino)ethyl]-2-phenyl-4-(3-azabicyclo[3.2.2]non-3-yl)butyramide dihydrochloride. Reactants: O (water), BrC1=CC=C(C=C1)[N+](=O)[O-] (1-bromo-4-nitrobenzene), FC1=CC=C(C=C1)CC#N (2-(4-fluorophenyl)acetonitrile), [OH-].[Na+] (sodium hydroxide). Run in C(C)O (ethanol). Yields the product BrC1=CC=2C(=NOC2C2=CC=C(C=C2)F)C=C1 (5-Bromo-3-(4-fluorophenyl)benzo[c]isoxazole). RXN SMILES: [Br:1][C:2]1[CH:7]=[CH:6][C:5]([N+:8]([O-:10])=O)=[CH:4][CH:3]=1.[F:11][C:12]1[CH:17]=[CH:16][C:15]([CH2:18]C#N)=[CH:14][CH:13]=1.[OH-].[Na+].O>C(O)C>[Br:1][C:2]1[CH:3]=[CH:4][C:5]2=[N:8][O:10][C:18]([C:15]3[CH:16]=[CH:17][C:12]([F:11])=[CH:13][CH:14]=3)=[C:6]2[CH:7]=1 |f:2.3|. Reported procedure: 13 g 1-bromo-4-nitrobenzene, 7.68 mL 2-(4-fluorophenyl)acetonitrile and 3.9 g sodium hydroxide were stirred in 130 mL ethanol at 40° C. for 24 hours. After the reaction solution was left and cooled, water was added thereto and the reaction solution was extracted with ethylacetate. The organic solvent was washed with brine and dried over sodium sulfate. The solvent was evaporated, and the residue was purified by silica gel column chromatography (hexane/ethyl acetate) and then recrystallized from ... Reactants: C1(=CC=CC=C1)C(C(=O)O)(O)C ((±)-Phenyllactic acid), S(O)(O)(=O)=O (sulfuric acid), C(C)O (ethanol). RXN SMILES: [C:1]1([C:7]([CH3:12])([OH:11])[C:8]([OH:10])=[O:9])[CH:6]=[CH:5][CH:4]=[CH:3][CH:2]=1.S(=O)(=O)(O)O.[CH2:18](O)[CH3:19]>CCOCC>[C:1]1([C:7]([CH3:12])([OH:11])[C:8]([O:10][CH2:18][CH3:19])=[O:9])[CH:6]=[CH:5][CH:4]=[CH:3][CH:2]=1. Procedure details: (±)-Phenyllactic acid (4.96 g) and 1/2 ml concentrated sulfuric acid in 150 ml absolute ethanol is refluxed for 18 hours. Solvent is stripped, the residue is dissolved in ether, and extracted with saturated sodium bicarbonate solution. The ether is dried, filtered, and stripped to leave (±)-ethyl phenyllactate. NMR (CDCl3): δ1.3 (t, 3H), 3.0(d of d, 1H), 3.1 (d of d, 1H), 4.2 (q, 2H), 4.4 (d of d, 1H), 7.3 (m, 5H). Product: C1(=CC=CC=C1)C(C(=O)OCC)(O)C ((±)-ethyl phenyllactate). Solvent: CCOCC (ether). The reactants are O (Water), C([O-])([O-])=O.[Na+].[Na+] (sodium carbonate), BrC1=CC=C(C=C1)C(CC(=O)C1=CN=NC=C1)C1=C(C=CC=C1)C (3-(4-bromophenyl)-1-(pyridazin-4-yl)-3-o-tolylpropan-1-one), B(O)(O)C1=CC=C(C(=O)O)C=C1 (4-boronobenzoic acid). Solvent: O1CCOCC1 (1,4-dioxane). Conditions: temperature 80 celsius. Product: O=C(CC(C1=C(C=CC=C1)C)C1=CC=C(C=C1)C1=CC=C(C=C1)C(=O)O)C1=CN=NC=C1 (4′-(3-Oxo-3-(pyridazin-4-yl)-1-o-tolylpropyl)biphenyl-4-carboxylic acid). As a reaction SMILES: O.C(=O)([O-])[O-].[Na+].[Na+].Br[C:9]1[CH:14]=[CH:13][C:12]([CH:15]([C:25]2[CH:30]=[CH:29][CH:28]=[CH:27][C:26]=2[CH3:31])[CH2:16][C:17]([C:19]2[CH:24]=[CH:23][N:22]=[N:21][CH:20]=2)=[O:18])=[CH:11][CH:10]=1.B([C:35]1[CH:43]=[CH:42][C:38]([C:39]([OH:41])=[O:40])=[CH:37][CH:36]=1)(O)O>O1CCOCC1>[O:18]=[C:17]([C:19]1[CH:24]=[CH:23][N:22]=[N:21][CH:20]=1)[CH2:16][CH:15]([C:12]1[CH:11]=[CH:10][C:9]([C:35]2[CH:43]=[CH:42][C:38]([C:39]([OH:41])=[O:40])=[CH:37][CH:36]=2)=[CH:14][CH:13]=1)[C:25]1[CH:30]=[CH:29][CH:28]=[CH:27][C:26]=1[CH3:31] |f:1.2.3|. Procedure: Water (1 mL) and 2 M aq. sodium carbonate solution (0.39 mL, 0.78 mmol) were added at room temperature to a degassed solution of 3-(4-bromophenyl)-1-(pyridazin-4-yl)-3-o-tolylpropan-1-one (100 mg, 262 μmol), 4-boronobenzoic acid (53.8 mg, 315 μmol) and 1,1′-bis(diphenylphosphino)ferrocene-palladium(II) dichloride dichloromethane complex (11 mg, 13 μmol) in 1,4-dioxane (1.5 mL). After heating at 80° C. for 4 h the reaction mixture was partitioned between ethyl acetate and sat. aq. ammonium chlori... Reactants: Cc1nc2ccccc2n1-c1nc(N2CCOCC2)c2nc(CBr)n(C)c2n1, OCC1CCNC1. The product is Cc1nc2ccccc2n1-c1nc(N2CCOCC2)c2nc(CN3CCC(CO)C3)n(C)c2n1. As a reaction SMILES: [Br:1][CH2:2][c:3]1[n:4]([CH3:28])[c:5]2[n:6][c:7](-[n:18]3[c:19]([CH3:27])[n:20][c:21]4[c:22]3[cH:23][cH:24][cH:25][cH:26]4)[n:8][c:9]([N:12]3[CH2:13][CH2:14][O:15][CH2:16][CH2:17]3)[c:10]2[n:11]1.[NH:29]1[CH2:30][CH:31]([CH2:34][OH:35])[CH2:32][CH2:33]1>>[CH2:2]([c:3]1[n:4]([CH3:28])[c:5]2[n:6][c:7](-[n:18]3[c:19]([CH3:27])[n:20][c:21]4[c:22]3[cH:23][cH:24][cH:25][cH:26]4)[n:8][c:9]([N:12]3[CH2:13][CH2:14][O:15][CH2:16][CH2:17]3)[c:10]2[n:11]1)[N:29]1[CH2:30][CH:31]([CH2:34][OH:35])[CH2:32][CH2:33]1.